From a dataset of the Open Reaction Database (ORD), a public repository of structured organic reaction records. describe an organic reaction: reactants, conditions, products, and yield Reactants: BrC=1SC(=NN1)C1=C(C=C(C=C1)Br)Cl (2-bromo-5-(4-bromo-2-chlorophenyl)-1,3,4-thiadiazole), BrC1=NN=C(S1)N(C1CC(NC(C1)(C)C)(C)C)C (5-bromo-N-methyl-N-(2,2,6,6-tetramethylpiperidin-4-yl)-1,3,4-thiadiazol-2-amine), BrC1=NN=C(S1)N(C1CC(NC(C1)(C)C)(C)C)C (5-bromo-N-methyl-N-(2,2,6,6-tetramethylpiperidin-4-yl)-1,3,4-thiadiazol-2-amine). The solvent is CN1CCCC1=O (NMP), C(Cl)Cl (DCM). The product is BrC1=CC(=C(C=C1)C1=NN=C(S1)N(C1CC(NC(C1)(C)C)(C)C)C)Cl (5-(4-Bromo-2-chlorophenyl)-N-methyl-N-(2,2,6,6-tetramethylpiperidin-4-yl)-1,3,4-thiadiazol-2-amine), solid. The yield is 86.0%. As a reaction SMILES: Br[C:2]1[S:3][C:4]([C:7]2[CH:12]=[CH:11][C:10]([Br:13])=[CH:9][C:8]=2[Cl:14])=[N:5][N:6]=1.BrC1S[C:19]([N:21](C)[CH:22]2[CH2:27][C:26]([CH3:29])([CH3:28])[NH:25][C:24]([CH3:31])([CH3:30])[CH2:23]2)=NN=1>CN1C(=O)CCC1.C(Cl)Cl>[Br:13][C:10]1[CH:11]=[CH:12][C:7]([C:4]2[S:3][C:2]([N:21]([CH3:19])[CH:22]3[CH2:23][C:24]([CH3:30])([CH3:31])[NH:25][C:26]([CH3:29])([CH3:28])[CH2:27]3)=[N:6][N:5]=2)=[C:8]([Cl:14])[CH:9]=1. Reported procedure: A stirred solution of 2-bromo-5-(4-bromo-2-chlorophenyl)-1,3,4-thiadiazole (700 mg, 1.975 mmol) and 5-bromo-N-methyl-N-(2,2,6,6-tetramethylpiperidin-4-yl)-1,3,4-thiadiazol-2-amine (Intermediate 4) (1009 mg, 5.92 mmol) in NMP (4 mL) was heated to 120° C. for 3 hours. The reaction mixture was allowed to cool to room temperature then diluted with DCM (100 mL) and washed with saturated NaHCO3(aq) (100 mL). The organic phase was separated, dried over MgSO4, and filtered. The filtrate was concentrated... The reactants are C=Cc1ccc(OC(C)=O)cc1, [K+], [OH-], O. Reaction SMILES: [C:1](=[O:2])([CH3:3])[O:4][c:5]1[cH:6][cH:7][c:8]([CH:9]=[CH2:10])[cH:11][cH:12]1.[K+:14].[OH-:13].[OH2:15]>>[OH:4][c:5]1[cH:6][cH:7][c:8]([CH:9]=[CH2:10])[cH:11][cH:12]1. Product: C=Cc1ccc(O)cc1. Reactants: COC(=O)c1c(C(F)(F)F)[nH]c2c(OCc3ccccc3)cc3c(c12)C(CCl)CN3C(=O)OC(C)(C)C, O=C[O-], [NH4+], C1CCOC1. Product: COC(=O)c1c(C(F)(F)F)[nH]c2c(O)cc3c(c12)C(CCl)CN3C(=O)OC(C)(C)C. RXN SMILES: [CH2:1]([c:2]1[cH:3][cH:4][cH:5][cH:6][cH:7]1)[O:8][c:9]1[cH:10][c:11]2[c:12]([c:13]3[c:14]([C:22](=[O:23])[O:24][CH3:25])[c:15]([C:18]([F:19])([F:20])[F:21])[nH:16][c:17]13)[CH:26]([CH2:36][Cl:37])[CH2:27][N:28]2[C:29](=[O:30])[O:31][C:32]([CH3:33])([CH3:34])[CH3:35].[CH:38]([O-:39])=[O:40].[NH4+:41].[O:42]1[CH2:43][CH2:44][CH2:45][CH2:46]1>>[OH:8][c:9]1[cH:10][c:11]2[c:12]([c:13]3[c:14]([C:22](=[O:23])[O:24][CH3:25])[c:15]([C:18]([F:19])([F:20])[F:21])[nH:16][c:17]13)[CH:26]([CH2:36][Cl:37])[CH2:27][N:28]2[C:29](=[O:30])[O:31][C:32]([CH3:33])([CH3:34])[CH3:35]. The reactants are Cl.C(C)N=C=NCCCN(C)C (1-ethyl-3-(3-dimethylaminopropyl)carbodiimide hydrochloride), Cl (hydrochloric acid), NC1[C@@H]2N(C(C(S2)(C)C)C2=NN=NN2)C1=O (6-amino-2,2-dimethyl-3-(5-tetrazolyl)penam), BrCC(=O)O (bromoacetic acid), [OH-].[Na+] (sodium hydroxide). The solvent is O (water), O (water). Reaction conditions: temperature 0 celsius, time 2.5 hour. The product is BrCC(=O)NC1[C@@H]2N(C(C(S2)(C)C)C2=NN=NN2)C1=O (6-(2-bromoacetamido)-2,2-dimethyl-3-(5-tetrazolyl)penam). The yield is 70.9%. Reaction SMILES: [NH2:1][CH:2]1[C:15](=[O:16])[N:4]2[CH:5]([C:10]3[NH:14][N:13]=[N:12][N:11]=3)[C:6]([CH3:9])([CH3:8])[S:7][C@H:3]12.[Br:17][CH2:18][C:19](O)=[O:20].[OH-].[Na+].Cl.C(N=C=NCCCN(C)C)C.Cl>O>[Br:17][CH2:18][C:19]([NH:1][CH:2]1[C:15](=[O:16])[N:4]2[CH:5]([C:10]3[NH:11][N:12]=[N:13][N:14]=3)[C:6]([CH3:8])([CH3:9])[S:7][C@H:3]12)=[O:20] |f:2.3,4.5|. Procedure: To a stirred suspension of 3.0 g. (0.0125 mole) of 6-amino-2,2-dimethyl-3-(5-tetrazolyl)penam in 15 ml of water is added 1.74 g (0.0125 mole) of bromoacetic acid dissolved in 5 ml of water. The pH of the mixture is adjusted to 610 using 20% sodium hydroxide solution. The resulting clear solution is cooled to 0° C., and then 2.4 g. (0.0125 mole) of 1-ethyl-3-(3-dimethylaminopropyl)carbodiimide hydrochloride is added. The solution is stirred at 0° C. for a further 2.5 hr, during which time the pH ... Procedure details: In the same manner, ethyl N-{2-(4-hydroxyphenoxy]ethyl}carbamate (1.25 g, 5.5 mmol) and sodium hydride, prewashed with pentane, (0.132 g, 5.5 mmol) are reacted together, followed by addition of 1-methylbutyl bromide. The mixture is heated at 50° for 20 hours, then worked up and purified by prep. TLC to give ethyl N-{2-[4-(1-methylbutoxy)phenoxy]ethyl}carbamate (compound 14, Table A). Reaction SMILES: [OH:1][C:2]1[CH:16]=[CH:15][C:5]([O:6][CH2:7][CH2:8][NH:9][C:10](=[O:14])[O:11][CH2:12][CH3:13])=[CH:4][CH:3]=1.[H-].[Na+].[CH3:19][CH2:20][CH2:21][CH2:22][CH3:23].CC(Br)CCC>>[CH3:19][CH:20]([O:1][C:2]1[CH:3]=[CH:4][C:5]([O:6][CH2:7][CH2:8][NH:9][C:10](=[O:14])[O:11][CH2:12][CH3:13])=[CH:15][CH:16]=1)[CH2:21][CH2:22][CH3:23] |f:1.2|. Yields the product CC(CCC)OC1=CC=C(OCCNC(OCC)=O)C=C1 (ethyl N-{2-[4-(1-methylbutoxy)phenoxy]ethyl}carbamate), compound 14. The reactants are CCCCC (pentane), CC(CCC)Br (1-methylbutyl bromide), OC1=CC=C(OCCNC(OCC)=O)C=C1 (ethyl N-{2-(4-hydroxyphenoxy]ethyl}carbamate), [H-].[Na+] (sodium hydride). Reactants: COc1ccc(-c2n[nH]c3c(Cl)cccc23)c(C)c1, [H-], CC(C)I, [Na+]. Yields the product COc1ccc(-c2c3cccc(Cl)c3nn2C(C)C)c(C)c1. Reaction SMILES: [Cl:1][c:2]1[cH:3][cH:4][cH:5][c:6]2[c:7](-[c:11]3[c:12]([CH3:19])[cH:13][c:14]([O:17][CH3:18])[cH:15][cH:16]3)[n:8][nH:9][c:10]12.[H-:20].[I:22][CH:23]([CH3:24])[CH3:25].[Na+:21]>>[Cl:1][c:2]1[cH:3][cH:4][cH:5][c:6]2[c:7](-[c:11]3[c:12]([CH3:19])[cH:13][c:14]([O:17][CH3:18])[cH:15][cH:16]3)[n:8]([CH:23]([CH3:24])[CH3:25])[n:9][c:10]12. The reactants are C(C=O)(=O)OCC (ethyl glyoxylate), C1(=CC=CC=C1)C (toluene), C(CCC)[Li] (butyl lithium), O1CCCC2=C1C=CC(=C2)C=2N=C(SC2)C (4-(3,4-dihydro-2H-1-benzopyran-6-yl)-2-methyl-1,3-thiazole). Run in O1CCCC1 (tetrahydrofuran), O (water). Conditions: time 30 minute. Yields the product O1CCCC2=C1C=CC(=C2)C=2N=C(SC2C(C(=O)OCC)O)C (ethyl 2-[4-(3,4-dihydro-2H-1-benzopyran-6-yl)-2-methyl-1,3-thiazol-5-yl]-2-hydroxyacetate). The yield is 24.0%. As a reaction SMILES: C([Li])CCC.[O:6]1[C:11]2[CH:12]=[CH:13][C:14]([C:16]3[N:17]=[C:18]([CH3:21])[S:19][CH:20]=3)=[CH:15][C:10]=2[CH2:9][CH2:8][CH2:7]1.[C:22]([O:26][CH2:27][CH3:28])(=[O:25])[CH:23]=[O:24].C1(C)C=CC=CC=1>O1CCCC1.O>[O:6]1[C:11]2[CH:12]=[CH:13][C:14]([C:16]3[N:17]=[C:18]([CH3:21])[S:19][C:20]=3[CH:23]([OH:24])[C:22]([O:26][CH2:27][CH3:28])=[O:25])=[CH:15][C:10]=2[CH2:9][CH2:8][CH2:7]1. Reported procedure: Under a nitrogen atmosphere, butyl lithium (1.6M, 840 μL, 1.34 mmol) was added at −78° C. to a solution of 4-(3,4-dihydro-2H-1-benzopyran-6-yl)-2-methyl-1,3-thiazole (13a) (260 mg, 1.12 mmol) in anhydrous tetrahydrofuran (5 mL). After 30 minutes, ethyl glyoxylate 50% in toluene (500 μL, 2.5 mmol) was added at −78° C. and the mixture was stirred for 2 hours, hydrolyzed with water and concentrated in vacuo. The residue was diluted with ethyl acetate (20 mL) and the organic layer was washed with wa... The reactants are O=C([O-])[O-], COc1ccc(COC(=O)NN)cc1, Cc1c(C(=O)Cl)ccc2c1OCCO2, ClCCl, [K+], [K+], O. Yields the product COc1ccc(COC(=O)NNC(=O)c2ccc3c(c2C)OCCO3)cc1. As a reaction SMILES: [C:15](=[O:16])([O-:17])[O-:18].[C:1]([NH:2][NH2:3])(=[O:4])[O:5][CH2:6][c:7]1[cH:8][cH:9][c:10]([O:13][CH3:14])[cH:11][cH:12]1.[CH3:21][c:22]1[c:23]([C:32](=[O:33])[Cl:34])[cH:24][cH:25][c:26]2[c:31]1[O:30][CH2:29][CH2:28][O:27]2.[Cl:35][CH2:36][Cl:37].[K+:19].[K+:20].[OH2:38]>>[C:1]([NH:2][NH:3][C:32]([c:23]1[c:22]([CH3:21])[c:31]2[c:26]([cH:25][cH:24]1)[O:27][CH2:28][CH2:29][O:30]2)=[O:33])(=[O:4])[O:5][CH2:6][c:7]1[cH:8][cH:9][c:10]([O:13][CH3:14])[cH:11][cH:12]1. Reactants: COC(CNC(=O)C(CSC(C)=O)CC(C)C)OC, CCO. The product is COC(CNC(=O)C(CS)CC(C)C)OC. Reaction SMILES: [CH3:1][O:2][CH:3]([CH2:4][NH:5][C:6]([CH:7]([CH2:8][CH:9]([CH3:10])[CH3:11])[CH2:12][S:13][C:14](=[O:15])[CH3:16])=[O:17])[O:18][CH3:19].[CH3:20][CH2:21][OH:22]>>[CH3:1][O:2][CH:3]([CH2:4][NH:5][C:6]([CH:7]([CH2:8][CH:9]([CH3:10])[CH3:11])[CH2:12][SH:13])=[O:17])[O:18][CH3:19].